From a dataset of the Open Reaction Database (ORD), a public repository of structured organic reaction records. describe an organic reaction: reactants, conditions, products, and yield Starting materials: CC#N, Cl, CCC(NC(N)=O)C1CCC2(CC1)OCCO2. The product is CCC(NC(N)=O)C1CCC(=O)CC1. Reaction SMILES: [CH3:19][C:20]#[N:21].[ClH:18].[O:1]1[CH2:3][CH2:2][O:4][C:5]12[CH2:6][CH2:7][CH:8]([CH:11]([CH2:12][CH3:13])[NH:14][C:15](=[O:16])[NH2:17])[CH2:9][CH2:10]2>>[O:4]=[C:5]1[CH2:6][CH2:7][CH:8]([CH:11]([CH2:12][CH3:13])[NH:14][C:15](=[O:16])[NH2:17])[CH2:9][CH2:10]1. The reactants are CCCCCCCOc1ccc2nc(C(C)(C(=O)OCC)[N+](=O)[O-])ccc2c1, CC(=O)O, [Zn]. Yields the product CCCCCCCOc1ccc2nc(C(C)(N)C(=O)OCC)ccc2c1. RXN SMILES: [CH2:1]([CH2:2][CH2:3][CH2:4][CH2:5][CH2:6][CH3:7])[O:8][c:9]1[cH:10][c:11]2[cH:12][cH:13][c:14]([C:19]([C:20](=[O:21])[O:22][CH2:23][CH3:24])([CH3:25])[N+:26]([O-:27])=[O:28])[n:15][c:16]2[cH:17][cH:18]1.[CH3:29][C:30](=[O:31])[OH:32].[Zn:33]>>[CH2:1]([CH2:2][CH2:3][CH2:4][CH2:5][CH2:6][CH3:7])[O:8][c:9]1[cH:10][c:11]2[cH:12][cH:13][c:14]([C:19]([C:20](=[O:21])[O:22][CH2:23][CH3:24])([CH3:25])[NH2:26])[n:15][c:16]2[cH:17][cH:18]1. Reactants: C1CCOC1, COC(=O)c1nn(C(C)C)c2cc(-c3ccc(OCc4c(C5CC5)nnn4-c4c(Cl)cccc4Cl)cc3C)ccc12, CO, Cl, [Li+], [OH-], O. The product is Cc1cc(OCc2c(C3CC3)nnn2-c2c(Cl)cccc2Cl)ccc1-c1ccc2c(C(=O)O)nn(C(C)C)c2c1. As a reaction SMILES: [CH2:42]1[O:43][CH2:44][CH2:45][CH2:46]1.[CH3:1][O:2][C:3](=[O:4])[c:5]1[n:6][n:7]([CH:39]([CH3:40])[CH3:41])[c:8]2[cH:9][c:10](-[c:14]3[c:15]([CH3:38])[cH:16][c:17]([O:20][CH2:21][c:22]4[n:23](-[c:30]5[c:31]([Cl:37])[cH:32][cH:33][cH:34][c:35]5[Cl:36])[n:24][n:25][c:26]4[CH:27]4[CH2:28][CH2:29]4)[cH:18][cH:19]3)[cH:11][cH:12][c:13]12.[CH3:51][OH:52].[ClH:49].[Li+:48].[OH-:47].[OH2:50]>>[O:2]=[C:3]([OH:4])[c:5]1[n:6][n:7]([CH:39]([CH3:40])[CH3:41])[c:8]2[cH:9][c:10](-[c:14]3[c:15]([CH3:38])[cH:16][c:17]([O:20][CH2:21][c:22]4[n:23](-[c:30]5[c:31]([Cl:37])[cH:32][cH:33][cH:34][c:35]5[Cl:36])[n:24][n:25][c:26]4[CH:27]4[CH2:28][CH2:29]4)[cH:18][cH:19]3)[cH:11][cH:12][c:13]12. The reactants are CN1CC2N(CC(C1)([N+](=O)[O-])C)CCCC2 (2,4-dimethyl-4-nitroperhydropyrido[1,2-a] [1,4] diazepine), Cl (hydrochloric acid). Run in C(C)(=O)OCC (ethyl acetate). Product: Cl.Cl.CN1CC2N(CC(C1)([N+](=O)[O-])C)CCCC2 (2,4-Dimethyl-4-nitroperhydropyrido[1,2-a] [1,4] diazepine dihydrochloride). RXN SMILES: [CH3:1][N:2]1[CH2:8][C:7]([CH3:12])([N+:9]([O-:11])=[O:10])[CH2:6][N:5]2[CH2:13][CH2:14][CH2:15][CH2:16][CH:4]2[CH2:3]1.[ClH:17]>C(OCC)(=O)C>[ClH:17].[ClH:17].[CH3:1][N:2]1[CH2:8][C:7]([CH3:12])([N+:9]([O-:11])=[O:10])[CH2:6][N:5]2[CH2:13][CH2:14][CH2:15][CH2:16][CH:4]2[CH2:3]1 |f:3.4.5|. Reported procedure: Under agitation, a solution of 2.27 g. of 2,4-dimethyl-4-nitroperhydropyrido[1,2-a] [1,4] diazepine in 10 ml. of ethyl acetate is added to 20 ml. of 2N ethereal hydrochloric acid. The residue remaining after concentration is crystallized from chloroform; m.p. 189° C. Reactants: CCOC(=O)C=Cc1cc(Cl)ccc1NC1CCN(C(=O)OC(C)(C)C)CC1, CCOC(C)=O. The product is CCOC(=O)CCc1cc(Cl)ccc1NC1CCN(C(=O)OC(C)(C)C)CC1. As a reaction SMILES: [C:1]([CH3:2])([CH3:3])([CH3:4])[O:5][C:6](=[O:7])[N:8]1[CH2:9][CH2:10][CH:11]([NH:14][c:15]2[c:16]([CH:22]=[CH:23][C:24](=[O:25])[O:26][CH2:27][CH3:28])[cH:17][c:18]([Cl:21])[cH:19][cH:20]2)[CH2:12][CH2:13]1.[CH3:29][CH2:30][O:31][C:32]([CH3:33])=[O:34]>>[C:1]([CH3:2])([CH3:3])([CH3:4])[O:5][C:6](=[O:7])[N:8]1[CH2:9][CH2:10][CH:11]([NH:14][c:15]2[c:16]([CH2:22][CH2:23][C:24](=[O:25])[O:26][CH2:27][CH3:28])[cH:17][c:18]([Cl:21])[cH:19][cH:20]2)[CH2:12][CH2:13]1. The reactants are ClCC1=NOC(=N1)C(C1=CC(=C(C=C1)C1=CC=CC=C1)F)C (3-chloromethyl-5-(3-fluoro-4-phenyl-α-methylbenzyl)-1,2,4-oxadiazole), [C-]#N.[Na+] (sodium cyanide), ice water. The solvent is CS(=O)C (dimethyl sulfoxide). Isolated yield 64.8%. Conditions: time 1 hour. As a reaction SMILES: Cl[CH2:2][C:3]1[N:7]=[C:6]([CH:8]([CH3:22])[C:9]2[CH:14]=[CH:13][C:12]([C:15]3[CH:20]=[CH:19][CH:18]=[CH:17][CH:16]=3)=[C:11]([F:21])[CH:10]=2)[O:5][N:4]=1.[C-:23]#[N:24].[Na+]>CS(C)=O>[C:23]([CH2:2][C:3]1[N:7]=[C:6]([CH:8]([CH3:22])[C:9]2[CH:14]=[CH:13][C:12]([C:15]3[CH:20]=[CH:19][CH:18]=[CH:17][CH:16]=3)=[C:11]([F:21])[CH:10]=2)[O:5][N:4]=1)#[N:24] |f:1.2|. Procedure: To a solution of 3.82 g of 3-chloromethyl-5-(3-fluoro-4-phenyl-α-methylbenzyl)-1,2,4-oxadiazole in 50 ml of dimethyl sulfoxide (DMSO) was added 0.75 g of sodium cyanide. After stirring for 1 hour at room temperature, the reaction mixture was poured into ice-water. The resultant mixture was extracted with benzene and the extracts were washed with water, dried over sodium sulfate and evaporated. The residue was chromatographed over silica gel using benzene to yield 2.4 g of 3-cyanomethyl-5-(3-fluo... The product is C(#N)CC1=NOC(=N1)C(C1=CC(=C(C=C1)C1=CC=CC=C1)F)C (3-cyanomethyl-5-(3-fluoro-4-phenyl-α-methylbenzyl)-1,2,4-oxadiazole). The reactants are O[C@@H]1CN(CC1)C1=CC=C(C(=O)NC2=C(C=CC=C2)NC(OC(C)(C)C)=O)C=C1 ((S)-tert-Butyl 2-(4-(3-hydroxypyrrolidin-1-yl)benzamido)phenylcarbamate), C(C)N=C=O (ethyl isocyanate), C(C)C(C(=O)[O-])CCCC.[Sn+2].C(C)C(C(=O)[O-])CCCC (tin(II) 2-ethylhexanoate). Solvent: ClCCl (dichloromethane), C(=O)(C(F)(F)F)O (TFA), ClCCl (dichloromethane). Reaction conditions: time 8 hour. Product: C(C)NC(O[C@@H]1CN(CC1)C1=CC=C(C=C1)C(NC1=C(C=CC=C1)N)=O)=O ((S)-1-(4-(2-Aminophenylcarbamoyl)phenyl)pyrrolidin-3-yl ethylcarbamate). The yield is 78.4%. Reaction SMILES: O[C@H:2]1[CH2:6][CH2:5][N:4]([C:7]2[CH:29]=[CH:28][C:10]([C:11]([NH:13][C:14]3[CH:19]=[CH:18][CH:17]=[CH:16][C:15]=3[NH:20]C(=O)OC(C)(C)C)=[O:12])=[CH:9][CH:8]=2)[CH2:3]1.[CH2:30]([N:32]=[C:33]=[O:34])[CH3:31].C(C(CCCC)C([O-])=[O:39])C.[Sn+2].C(C(CCCC)C([O-])=O)C>ClCCl.C(O)(C(F)(F)F)=O>[CH2:30]([NH:32][C:33](=[O:39])[O:34][C@H:6]1[CH2:2][CH2:3][N:4]([C:7]2[CH:29]=[CH:28][C:10]([C:11](=[O:12])[NH:13][C:14]3[CH:19]=[CH:18][CH:17]=[CH:16][C:15]=3[NH2:20])=[CH:9][CH:8]=2)[CH2:5]1)[CH3:31] |f:2.3.4|. Procedure: A solution of 161 (100 mg, 0.25 mmol) and ethyl isocyanate (29 μL, 28 mg, 0.375 mmol) in dichloromethane (5 mL) was treated with tin(II) 2-ethylhexanoate (44 μL, 55 mg, 0.135 mmol). The reaction mixture was stirred overnight at r.t. under nitrogen, concentrated and the residue was purified by flash chromatography using gradient 70 to 90% EtOAc in hexanes as an eluent. The material obtained was then dissolved in 2:1 mixture of dichloromethane and TFA (3 mL), stirred for 30 min and concentrated. T... Starting materials: CO (methanol), 100, calcium alkyl-salicylate, [OH-].[Ca+2].[OH-] (calcium hydroxide), [OH-].[Ca+2].[OH-] (calcium hydroxide), B(O)(O)O (orthoboric acid), C=1(C(=CC=CC1)C)C (xylene). The solvent is O (water). Reaction conditions: temperature 40 celsius. The product is B([O-])([O-])[O-].[Ca+2].B([O-])([O-])[O-].[Ca+2].[Ca+2].C(C=1C(O)=CC=CC1)(=O)[O-] (Calcium Borate salicylate). As a reaction SMILES: [OH-:1].[Ca+2:2].[OH-:3].[B:4]([OH:7])([OH:6])[OH:5].[C:8]1([CH3:15])[C:9](C)=[CH:10][CH:11]=[CH:12][CH:13]=1.C[OH:17]>O>[B:4]([O-:7])([O-:6])[O-:5].[Ca+2:2].[B:4]([O-:7])([O-:6])[O-:5].[Ca+2:2].[Ca+2:2].[C:15]([O-:17])(=[O:3])[C:8]1[C:9](=[CH:10][CH:11]=[CH:12][CH:13]=1)[OH:1] |f:0.1.2,7.8.9.10.11.12|. Procedure: A solution of 100 parts by weight of a neutral calcium alkyl-salicylate in 100 parts by weight of a lubricating oil fraction, 24 parts by weight of calcium hydroxide, 40 parts by weight (2.0 moles per mole of the calcium hydroxide) of orthoboric acid and 400 parts by weight of xylene were put in a 1000-ml four-necked flask fitted with a condenser and heated to 40° C. under agitation. To this mixture were added 60 parts by weight of methanol and 10 parts by weight of water and the resulting mixtu... Starting materials: COC1=CC=C(C=C1)CN1C=C(C(C2=CC=CC=C12)=S)C(=O)OCC (Ethyl {[4-(methoxy)phenyl]methyl}-4-thioxo-1,4-dihydroquinoline-3-carboxylate), NN (hydrazine), C([O-])(O)=O.[Na+] (sodium bicarbonate), Cl.FC1=C(C=CC=C1)NN (2-fluorophenylhydrazine hydrochloride), C([O-])([O-])=O.[K+].[K+] (potassium carbonate). Run in C(C)O (ethanol). Run at temperature 70 celsius, time 14 hour. Product: FC1=C(C=CC=C1)N1N=C2C(=CN(C=3C=CC=CC23)CC2=CC=C(C=C2)OC)C1=O (2-(2-fluorophenyl)-5-{[4-(methoxy)phenyl]methyl}-2,5-dihydro-3H-pyrazolo[4,3-c]quinolin-3-one). Reaction SMILES: [CH3:1][O:2][C:3]1[CH:8]=[CH:7][C:6]([CH2:9][N:10]2[C:19]3[C:14](=[CH:15][CH:16]=[CH:17][CH:18]=3)[C:13](=S)[C:12]([C:21](OCC)=[O:22])=[CH:11]2)=[CH:5][CH:4]=1.Cl.[F:27][C:28]1[CH:33]=[CH:32][CH:31]=[CH:30][C:29]=1[NH:34][NH2:35].C(=O)([O-])[O-].[K+].[K+].NN.C(=O)(O)[O-].[Na+]>C(O)C>[F:27][C:28]1[CH:33]=[CH:32][CH:31]=[CH:30][C:29]=1[N:34]1[C:21](=[O:22])[C:12]2=[CH:11][N:10]([CH2:9][C:6]3[CH:7]=[CH:8][C:3]([O:2][CH3:1])=[CH:4][CH:5]=3)[C:19]3[CH:18]=[CH:17][CH:16]=[CH:15][C:14]=3[C:13]2=[N:35]1 |f:1.2,3.4.5,7.8|. Reported procedure: Ethyl {[4-(methoxy)phenyl]methyl}-4-thioxo-1,4-dihydroquinoline-3-carboxylate (128 mg, 0.362 mmol), 2-fluorophenylhydrazine hydrochloride (88. mg, 0.543 mmol, 1.5 equiv) and potassium carbonate (250 mg, 1.81 mmol, 5 equiv) were combined in absolute ethanol (5 mL) and placed into an oil bath preheated at 70° C. for 14 hours. Additional hydrazine (120 mg, 1.09 mmol, 3 equiv) was added and the mixture was heated for an additional 24 hours at 70° C. The mixture was cooled to ambient temperature, pou...